This data is from the Open Reaction Database (ORD), a public repository of structured organic reaction records. The task is: describe an organic reaction: reactants, conditions, products, and yield Reactants: C(C1=CC=CC=C1)Br (Benzyl bromide), C(C1=CC=CC=C1)Br (Benzyl bromide), OC1=CC=C(C=C1)C1=CC=C(C=C1)OCC(=O)OCC (ethyl (4′-hydroxybiphenyl-4-yloxy)acetate), C([O-])([O-])=O.[K+].[K+] (potassium carbonate), C(C1=CC=CC=C1)Br (benzyl bromide). Solvent: CN(C=O)C (N,N-dimethylformamide). The product is C(C)OC(COC1=CC=C(C=C1)C1=CC=C(C=C1)OCC1=CC=CC=C1)=O (Ethyl(4′-benzyloxybiphenyl-4-yloxy)acetate). As a reaction SMILES: [CH2:1](Br)[C:2]1[CH:7]=[CH:6][CH:5]=[CH:4][CH:3]=1.[OH:9][C:10]1[CH:15]=[CH:14][C:13]([C:16]2[CH:21]=[CH:20][C:19]([O:22][CH2:23][C:24]([O:26][CH2:27][CH3:28])=[O:25])=[CH:18][CH:17]=2)=[CH:12][CH:11]=1.C(=O)([O-])[O-].[K+].[K+]>CN(C)C=O>[CH2:27]([O:26][C:24](=[O:25])[CH2:23][O:22][C:19]1[CH:20]=[CH:21][C:16]([C:13]2[CH:14]=[CH:15][C:10]([O:9][CH2:1][C:2]3[CH:7]=[CH:6][CH:5]=[CH:4][CH:3]=3)=[CH:11][CH:12]=2)=[CH:17][CH:18]=1)[CH3:28] |f:2.3.4|. Reported procedure: Benzyl bromide (0.23 mL) was added to a mixture of ethyl (4′-hydroxybiphenyl-4-yloxy)acetate (0.50 g) and potassium carbonate (0.38 g) in N,N-dimethylformamide (5 mL) at room temperature with stirring, and the mixture was stirred at that temperature for 1 hr. Benzyl bromide (0.021 mL) was added to the reaction mixture. After being stirred for 30 minutes, benzyl bromide (0.044 mL) was added, and the mixture was stirred for 30 minutes. The reaction mixture was partitioned between methylene chlorid...